Dataset: the Open Reaction Database (ORD), a public repository of structured organic reaction records. Task: describe an organic reaction: reactants, conditions, products, and yield The reactants are COC(=O)C(O)Cc1cc(C)c(OCc2ccccc2)c(C)c1, C1CCOC1, O=C(Cl)Oc1ccc([N+](=O)[O-])cc1, O=c1[nH]c2ccccc2cc1C1CCNCC1, c1ccncc1. Yields the product COC(=O)C(Cc1cc(C)c(OCc2ccccc2)c(C)c1)OC(=O)N1CCC(c2cc3ccccc3[nH]c2=O)CC1. Reaction SMILES: [CH2:14]([c:15]1[cH:16][cH:17][cH:18][cH:19][cH:20]1)[O:21][c:22]1[c:23]([CH3:36])[cH:24][c:25]([CH2:29][CH:30]([C:31](=[O:32])[O:33][CH3:34])[OH:35])[cH:26][c:27]1[CH3:28].[CH2:54]1[O:55][CH2:56][CH2:57][CH2:58]1.[Cl:1][C:2](=[O:3])[O:4][c:5]1[cH:6][cH:7][c:8]([N+:9]([O-:10])=[O:11])[cH:12][cH:13]1.[NH:37]1[CH2:38][CH2:39][CH:40]([c:43]2[c:44](=[O:53])[nH:45][c:46]3[cH:47][cH:48][cH:49][cH:50][c:51]3[cH:52]2)[CH2:41][CH2:42]1.[cH:59]1[cH:60][cH:61][n:62][cH:63][cH:64]1>>[C:2](=[O:3])([O:35][CH:30]([CH2:29][c:25]1[cH:24][c:23]([CH3:36])[c:22]([O:21][CH2:14][c:15]2[cH:16][cH:17][cH:18][cH:19][cH:20]2)[c:27]([CH3:28])[cH:26]1)[C:31](=[O:32])[O:33][CH3:34])[N:37]1[CH2:38][CH2:39][CH:40]([c:43]2[c:44](=[O:53])[nH:45][c:46]3[cH:47][cH:48][cH:49][cH:50][c:51]3[cH:52]2)[CH2:41][CH2:42]1. Starting materials: O (water), COC(C(C[C@@H]1C[C@H](C1)C)N1C(C=C(C1)OC1=C(C=CC=C1)Cl)=O)=O (2-[4-(2-chloro-phenoxy)-2-oxo-2,5-dihydro-pyrrol-1-yl]-3-(trans-3-methyl-cyclobutyl)-propionic acid methyl ester), O.[OH-].[Li+] (lithium hydroxide monohydrate). The solvent is O1CCCC1 (tetrahydrofuran). Run at temperature 25 celsius, time 1.5 hour. The product is ClC1=C(OC2=CC(N(C2)C(C(=O)O)C[C@@H]2C[C@H](C2)C)=O)C=CC=C1 (2-[4-(2-chloro-phenoxy)-2-oxo-2,5-dihydro-pyrrol-1-yl]-3-(trans-3-methyl-cyclobutyl)-propionic acid). Isolated yield 100.5%. RXN SMILES: C[O:2][C:3](=[O:25])[CH:4]([N:11]1[CH2:15][C:14]([O:16][C:17]2[CH:22]=[CH:21][CH:20]=[CH:19][C:18]=2[Cl:23])=[CH:13][C:12]1=[O:24])[CH2:5][C@H:6]1[CH2:9][C@H:8]([CH3:10])[CH2:7]1.O.O.[OH-].[Li+]>O1CCCC1>[Cl:23][C:18]1[CH:19]=[CH:20][CH:21]=[CH:22][C:17]=1[O:16][C:14]1[CH2:15][N:11]([CH:4]([CH2:5][C@H:6]2[CH2:7][C@H:8]([CH3:10])[CH2:9]2)[C:3]([OH:25])=[O:2])[C:12](=[O:24])[CH:13]=1 |f:2.3.4|. Procedure details: In a flask was placed 2-[4-(2-chloro-phenoxy)-2-oxo-2,5-dihydro-pyrrol-1-yl]-3-(trans-3-methyl-cyclobutyl)-propionic acid methyl ester (107 mg, 0.29 mmol) dissolved in a 1:1 solution of tetrahydrofuran:water (8 mL). To this mixture was added lithium hydroxide monohydrate (25 mg, 0.58 mmol) and the resulting mixture stirred for 1.5 h at 25° C. After such time, the mixture was concentrated in vacuo to remove the tetrahydrofuran and partioned between 1N aqueous hydrochloric acid (10 mL) and ethyl a... Reactants: N1(CCCC1)CC#C (1-(pyrrolidin-1-yl)-prop-2-yne), C1(CCCCC1)=O (cyclohexanone), C(CCC)[Li] (n-butyl lithium). Run in O1CCCC1 (tetrahydrofuran), O1CCCC1 (tetrahydrofuran), hexanes. Run at temperature -78 celsius, time 30 minute. Product: N1(CCCC1)CC#CC1(CCCCC1)O (1-(3-(Pyrrolidin-1-yl)-prop-1-ynyl)-cyclohexanol). As a reaction SMILES: [N:1]1([CH2:6][C:7]#[CH:8])[CH2:5][CH2:4][CH2:3][CH2:2]1.C([Li])CCC.[C:14]1(=[O:20])[CH2:19][CH2:18][CH2:17][CH2:16][CH2:15]1>O1CCCC1>[N:1]1([CH2:6][C:7]#[C:8][C:14]2([OH:20])[CH2:19][CH2:18][CH2:17][CH2:16][CH2:15]2)[CH2:5][CH2:4][CH2:3][CH2:2]1. Procedure: A solution of 1-(pyrrolidin-1-yl)-prop-2-yne (prepared by the method of Biel and DiPierro J. Am. Chem. Soc. 1958, 80, 4609) (0.545 g) in dry tetrahydrofuran (15 ml) was treated at -78° C. with a solution of n-butyl lithium in hexanes (2.5 M, 2.2 ml) and the mixture was allowed to stir at -78° C. for 30 minutes and them permitted to warm to room temperature over the course of one hour. Upon recooling to -78° C. this mixture was treated with a solution of cyclohexanone (0.61 g) in tetrahydrofuran ...